From a dataset of the Open Reaction Database (ORD), a public repository of structured organic reaction records. describe an organic reaction: reactants, conditions, products, and yield Product: C(CCC(=O)O)(=O)O.CN1CCC(CC1)=CC1=C(C=C(C=C1)F)C=1SC=C(C1)Cl (1-methyl-4-[(4-chloro-2-thienyl)-(4-fluorophenyl)]methylenepiperidine succinate). Reported procedure: 1-methyl-4-[(4-chloro-2-thienyl)-(4-fluorophenyl)]methylenepiperidine.succinate The above amine (64.6 g) was dissolved in methanol (640 ml, succinic acid (24.88 g) was added, the solution was taken to dryness and the residual solid (89.4 g was dissolved in hot ethanol (1.1 l). The solution was reduced in volume (200 ml), cooled in an ice/water bath and the resultant solid was filtered and washed with ethanol (200 ml). The solid was dried under vacuo at 50° C. to give 1-methyl-4-[(4-chloro-2-thie... Reaction SMILES: [CH3:1][N:2]1[CH2:7][CH2:6][C:5](=[CH:8][C:9]2[CH:14]=[CH:13][C:12]([F:15])=[CH:11][C:10]=2[C:16]2[S:17][CH:18]=[C:19]([Cl:21])[CH:20]=2)[CH2:4][CH2:3]1.[C:22]([O-:29])(=[O:28])[CH2:23][CH2:24][C:25]([O-:27])=[O:26].C(O)(=O)CCC(O)=O>CO.C(O)C>[C:22]([OH:29])(=[O:28])[CH2:23][CH2:24][C:25]([OH:27])=[O:26].[CH3:1][N:2]1[CH2:7][CH2:6][C:5](=[CH:8][C:9]2[CH:14]=[CH:13][C:12]([F:15])=[CH:11][C:10]=2[C:16]2[S:17][CH:18]=[C:19]([Cl:21])[CH:20]=2)[CH2:4][CH2:3]1 |f:5.6|. The solvent is CO (methanol), C(C)O (ethanol). Reactants: CN1CCC(CC1)=CC1=C(C=C(C=C1)F)C=1SC=C(C1)Cl (1-methyl-4-[(4-chloro-2-thienyl)-(4-fluorophenyl)]methylenepiperidine), C(CCC(=O)[O-])(=O)[O-] (succinate), amine, C(CCC(=O)O)(=O)O (succinic acid).